describe an organic reaction: reactants, conditions, products, and yield From a dataset of the Open Reaction Database (ORD), a public repository of structured organic reaction records. Reactants: C1(CCC1)C1=NC(=C2N1C=CN=C2N)C=2CCNCC2 (3-cyclobutyl-1-(1,2,3,6-tetrahydropyridin-4-yl)-imidazo[1,5-a]pyrazin-8-ylamine), C(C1=CC=CC=C1)(=O)O (benzoic acid), CN(C)C(=[N+](C)C)ON1C2=C(C=CC=C2)N=N1.[B-](F)(F)(F)F (TBTU), CCN(C(C)C)C(C)C (DIEA), CN(C)C=O (DMF). Conditions: time 10 minute. Product: NC=1C=2N(C=CN1)C(=NC2C=2CCN(CC2)C(=O)C2=CC=CC=C2)C2CCC2 ([4-(8-Amino-3-cyclobutylimidazo[1,5-a]pyrazin-1-yl)-3,6-dihydro-2H-pyridin-1-yl]-phenylmethanone). As a reaction SMILES: [CH:1]1([C:5]2[N:9]3[CH:10]=[CH:11][N:12]=[C:13]([NH2:14])[C:8]3=[C:7]([C:15]3[CH2:16][CH2:17][NH:18][CH2:19][CH:20]=3)[N:6]=2)[CH2:4][CH2:3][CH2:2]1.[C:21](O)(=[O:28])[C:22]1[CH:27]=[CH:26][CH:25]=[CH:24][CH:23]=1.CN(C(ON1N=NC2C=CC=CC1=2)=[N+](C)C)C.[B-](F)(F)(F)F.CCN(C(C)C)C(C)C.CN(C=O)C>>[NH2:14][C:13]1[C:8]2[N:9]([C:5]([CH:1]3[CH2:4][CH2:3][CH2:2]3)=[N:6][C:7]=2[C:15]2[CH2:16][CH2:17][N:18]([C:21]([C:22]3[CH:27]=[CH:26][CH:25]=[CH:24][CH:23]=3)=[O:28])[CH2:19][CH:20]=2)[CH:10]=[CH:11][N:12]=1 |f:2.3|. Procedure: A mixture of 3-cyclobutyl-1-(1,2,3,6-tetrahydropyridin-4-yl)-imidazo[1,5-a]pyrazin-8-ylamine (20.0 mg, 0.0742 mmol), benzoic acid (9.97 mg, 0.0817 mmol), TBTU (47.7 mg, 0.148 mmol), DIEA (0.0647 mL, 0.371 mmol) and DMF (1 mL, 0.01 mol) was stirred at rt for 10 min. The reaction mixture was directly given for Gilson HPLC purification. The fractions containing the pure product were collected and concentrated in vacuo to afford the title compound as a yellow solid. 1H NMR (400 MHz, CDCl3): δ=1.96-2...